From a dataset of the Open Reaction Database (ORD), a public repository of structured organic reaction records. describe an organic reaction: reactants, conditions, products, and yield Starting materials: CCN(CC)CCN1CCCc2[nH]c(C=O)c(C)c2C1=O, CC(=O)Nc1ccc2c(c1)CC(=O)N2. Yields the product CCN(CC)CCN1CCCc2[nH]c(C=C3C(=O)Nc4ccc(NC(C)=O)cc43)c(C)c2C1=O. As a reaction SMILES: [CH2:1]([CH3:2])[N:3]([CH2:4][CH2:5][N:6]1[C:7](=[O:19])[c:8]2[c:9]([nH:13][c:14]([CH:17]=[O:18])[c:15]2[CH3:16])[CH2:10][CH2:11][CH2:12]1)[CH2:20][CH3:21].[O:22]=[C:23]1[NH:24][c:25]2[cH:26][cH:27][c:28]([NH:32][C:33]([CH3:34])=[O:35])[cH:29][c:30]2[CH2:31]1>>[CH2:1]([CH3:2])[N:3]([CH2:4][CH2:5][N:6]1[C:7](=[O:19])[c:8]2[c:9]([nH:13][c:14]([CH:17]=[C:31]3[C:23](=[O:22])[NH:24][c:25]4[cH:26][cH:27][c:28]([NH:32][C:33]([CH3:34])=[O:35])[cH:29][c:30]43)[c:15]2[CH3:16])[CH2:10][CH2:11][CH2:12]1)[CH2:20][CH3:21]. The product is COC(=O)CC1CC(C=O)OC(C)(C)O1. The reactants are COC(=O)CC1CC(C=Cc2ccccc2)OC(C)(C)O1, CO, O=[O+][O-]. Reaction SMILES: [CH3:1][O:2][C:3]([CH2:4][CH:5]1[O:6][C:7]([CH3:19])([CH3:20])[O:8][CH:9]([CH:11]=[CH:12][c:13]2[cH:14][cH:15][cH:16][cH:17][cH:18]2)[CH2:10]1)=[O:21].[CH3:25][OH:26].[O-:22][O+:23]=[O:24]>>[CH3:1][O:2][C:3]([CH2:4][CH:5]1[O:6][C:7]([CH3:19])([CH3:20])[O:8][CH:9]([CH:11]=[O:22])[CH2:10]1)=[O:21]. Starting materials: [Li+].C[Si](C)(C)[N-][Si](C)(C)C (LiHMDS), C(C)(C)[Si](OCC1=CC=C(C=C1)CC(=O)OC)(C(C)C)C(C)C (methyl 2-(4-((triisopropylsilyloxy)methyl)phenyl)acetate), BrC=1C(=C2C(C(=O)NC2=O)=CC1)C (Bromo-methyl phthalimide), NH4Cl(sat). Solvent: C1CCOC1 (THF), C1CCOC1 (THF). Run at temperature -78 celsius, time 30 minute. Product: EtOAc Hexanes, O=C1N(C(C2=CC=CC=C12)=O)CC(C(=O)OC)C1=CC=C(C=C1)CO[Si](C(C)C)(C(C)C)C(C)C (methyl 3-(1,3-dioxoisoindolin-2-yl)-2-(4-((triisopropylsilyloxy)methyl)phenyl)propanoate). The yield is 0.0%. Reaction SMILES: [Li+].[CH3:2][Si]([N-][Si](C)(C)C)(C)C.[CH:11]([Si:14]([CH:31]([CH3:33])[CH3:32])([CH:28]([CH3:30])[CH3:29])[O:15][CH2:16][C:17]1[CH:22]=[CH:21][C:20]([CH2:23][C:24]([O:26][CH3:27])=[O:25])=[CH:19][CH:18]=1)([CH3:13])[CH3:12].Br[C:35]1[C:36](C)=[C:37]2[C:42](=[O:43])[NH:41][C:39](=[O:40])[C:38]2=[CH:44][CH:45]=1>C1COCC1>[O:43]=[C:42]1[C:37]2[C:38](=[CH:44][CH:45]=[CH:35][CH:36]=2)[C:39](=[O:40])[N:41]1[CH2:2][CH:23]([C:20]1[CH:21]=[CH:22][C:17]([CH2:16][O:15][Si:14]([CH:11]([CH3:12])[CH3:13])([CH:28]([CH3:30])[CH3:29])[CH:31]([CH3:33])[CH3:32])=[CH:18][CH:19]=1)[C:24]([O:26][CH3:27])=[O:25] |f:0.1|. Procedure: To a solution of LiHMDS in THF cooled to −78° C. was added a cooled solution (−78° C.) of methyl 2-(4-((triisopropylsilyloxy)methyl)phenyl)acetate (E133) in THF via syringe. The solution was stirred at −78° C. for 30 min. Bromo-methyl phthalimide was added directly to the anion and the solution stirred for 2 h at −78° C. The reaction was then poured into NH4Cl(sat) and extracted with EtOAc. The organics were dried (MgSO4), filtered, and evaporated. Column chromatography (SiO2, 0-20% EtOAc/Hexane...